This data is from the Open Reaction Database (ORD), a public repository of structured organic reaction records. The task is: describe an organic reaction: reactants, conditions, products, and yield Reactants: [C@H]1([C@H](CCCC1)N)N ((1S,2S)-cyclohexane-1,2-diamine), C(=O)([O-])[O-].[Cs+].[Cs+] (Cs2CO3), ClC=1C=C2CCNC(C2=CC1)=O (6-chloro-3,4-dihydro-2H-isoquinolin-1-one), BrC=1C(=CC=NC1)C=O (5-bromo-pyridine-4-carbaldehyde). Reagents/catalysts: [Cu]I (CuI). Run in O1CCOCC1 (dioxane), O (H2O). Reaction conditions: temperature 150 celsius. Yields the product ClC=1C=C2CCN(C(C2=CC1)=O)C=1C=C(C=NC1)C=O (5-(6-Chloro-1-oxo-3,4-dihydro-1H-isoquinolin-2-yl)-pyridine-3-carbaldehyde). Yield: 348.8%. RXN SMILES: [C@H]1(N)[CH2:6][CH2:5][CH2:4][CH2:3][C@@H:2]1[NH2:7].[C:9]([O-:12])([O-])=O.[Cs+].[Cs+].[Cl:15][C:16]1[CH:17]=[C:18]2[C:23](=[CH:24][CH:25]=1)[C:22](=[O:26])[NH:21][CH2:20][CH2:19]2.BrC1C(C=O)=CC=NC=1>O1CCOCC1.[Cu]I.O>[Cl:15][C:16]1[CH:17]=[C:18]2[C:23](=[CH:24][CH:25]=1)[C:22](=[O:26])[N:21]([C:3]1[CH:4]=[C:5]([CH:9]=[O:12])[CH:6]=[N:7][CH:2]=1)[CH2:20][CH2:19]2 |f:1.2.3|. Procedure details: CuI (190 mg, 1 mmol), (1S,2S)-cyclohexane-1,2-diamine (228 mg, 2 mmol) and Cs2CO3 (6.5 g, 20 mmol) were added to a solution of 6-chloro-3,4-dihydro-2H-isoquinolin-1-one (1.82 g, 10 mmol, intermediate A-2) and 5-bromo-pyridine-4-carbaldehyde (3.72 g, 20 mmol) in dioxane (15 mL). The reaction mixture was heated to 150° C. using microwave for 2.5 hours before it was poured into H2O (50 mL) and extracted with EtOAc (2×20 mL). The organic layers were washed with brine, dried over anhy. Na2SO4, filter... Reactants: C(C)(C)(C)OC(NC1=NC(=C(C(=C1)C)CNC(=O)C=1C=NN(C1)CC1=CC=C(C=C1)CO)C)=O ([5-({[1-(4-Hydroxymethyl-benzyl)-1H-pyrazole-4-carbonyl]-amino}-methyl)-4,6-dimethyl-pyridin-2-yl]-carbamic acid tert-butyl ester), C(=O)(C(F)(F)F)O (TFA). Run in C(Cl)Cl (DCM). Reaction conditions: time 2 hour. Product: NC1=CC(=C(C(=N1)C)CNC(=O)C=1C=NN(C1)CC1=CC=C(C=C1)CO)C (N-((6-amino-2,4-dimethylpyridin-3-yl)methyl)-1-(4-(hydroxymethyl)benzyl)-1H-pyrazole-4-carboxamide). Reaction SMILES: C(OC(=O)[NH:7][C:8]1[CH:13]=[C:12]([CH3:14])[C:11]([CH2:15][NH:16][C:17]([C:19]2[CH:20]=[N:21][N:22]([CH2:24][C:25]3[CH:30]=[CH:29][C:28]([CH2:31][OH:32])=[CH:27][CH:26]=3)[CH:23]=2)=[O:18])=[C:10]([CH3:33])[N:9]=1)(C)(C)C.C(O)(C(F)(F)F)=O>C(Cl)Cl>[NH2:7][C:8]1[N:9]=[C:10]([CH3:33])[C:11]([CH2:15][NH:16][C:17]([C:19]2[CH:20]=[N:21][N:22]([CH2:24][C:25]3[CH:26]=[CH:27][C:28]([CH2:31][OH:32])=[CH:29][CH:30]=3)[CH:23]=2)=[O:18])=[C:12]([CH3:14])[CH:13]=1. Procedure details: A mixture of [5-({[1-(4-Hydroxymethyl-benzyl)-1H-pyrazole-4-carbonyl]-amino}-methyl)-4,6-dimethyl-pyridin-2-yl]-carbamic acid tert-butyl ester (50 mg, 0.11 mmol), 1 mL TFA and 2 mL DCM was stirred of room temperature for 2 h. The mixture was evaporated in vacuo and the residue was purified by preparative HPLC (Macherey-Nagel Nucleosil 250×40 mm, 5 to 100% ACN and 0.1% TFA, flow 40ml/min). The product containing fractions were lyophilised, then dissolved in 1 mL MeOH and the resulting mixture was... Starting materials: C(C1=CC=CC=C1)OC=1C=C(C=CC1OCC1=CC=CC=C1)CCC1=CC=C(C=C1)N (4-[2-(3,4-dibenzyloxyphenyl)ethyl]benzenamine), C(=O)O (formic acid). The solvent is C1(=CC=CC=C1)C (toluene). The product is C(=O)NC1=CC=C(C=C1)CCC1=CC(=C(C=C1)OCC1=CC=CC=C1)OCC1=CC=CC=C1 (N-formyl-4-[2-(3,4-dibenyloxyphenyl)ethyl]benzeneamine). The yield is 97.7%. RXN SMILES: [CH2:1]([O:8][C:9]1[CH:10]=[C:11]([CH2:23][CH2:24][C:25]2[CH:30]=[CH:29][C:28]([NH2:31])=[CH:27][CH:26]=2)[CH:12]=[CH:13][C:14]=1[O:15][CH2:16][C:17]1[CH:22]=[CH:21][CH:20]=[CH:19][CH:18]=1)[C:2]1[CH:7]=[CH:6][CH:5]=[CH:4][CH:3]=1.[CH:32](O)=[O:33]>C1(C)C=CC=CC=1>[CH:32]([NH:31][C:28]1[CH:27]=[CH:26][C:25]([CH2:24][CH2:23][C:11]2[CH:12]=[CH:13][C:14]([O:15][CH2:16][C:17]3[CH:22]=[CH:21][CH:20]=[CH:19][CH:18]=3)=[C:9]([O:8][CH2:1][C:2]3[CH:3]=[CH:4][CH:5]=[CH:6][CH:7]=3)[CH:10]=2)=[CH:30][CH:29]=1)=[O:33]. Procedure details: The 4-[2-(3,4-dibenzyloxyphenyl)ethyl]benzenamine (4.5 g, 11 mmole) is dissolved in toluene (75 ml) containing formic acid (0.51 g, 11 mmole) and refluxed for two hours. The reaction mixture is evaporated to dryness, and the residue is recrystallized from toluene to afford 4.7 g (97%) of N-formyl-4-[2-(3,4-dibenyloxyphenyl)ethyl]benzeneamine, mp 119°-122° C. Starting materials: C([O-])(O)=O.[Na+] (sodium bicarbonate), O (water), C(C)(=O)C1=C(C(=C(OCCCOC2=C(C3=C(C(C=C(O3)C(=O)O)=O)C=C2)CCC)C=C1)CCC)O (7-[3-(4-acetyl-3-hydroxy-2-propyl phenoxy) propoxy]-4-oxo-8-propyl-4H-1-benzopyran-2-carboxylic acid). Run in C(C)O (ethanol). Yields the product C(C)(=O)C1=C(C(=C(OCCCOC2=C(C3=C(C(C=C(O3)C(=O)[O-])=O)C=C2)CCC)C=C1)CCC)O.[Na+] (sodium 7-[3-(4-acetyl-3-hydroxy-2-propylphenoxy)propoxy]-4-oxo-8-propyl-4H-1-benzopyran-2-carboxylate). As a reaction SMILES: [C:1]([C:4]1[CH:31]=[CH:30][C:7]([O:8][CH2:9][CH2:10][CH2:11][O:12][C:13]2[CH:26]=[CH:25][C:16]3[C:17](=[O:24])[CH:18]=[C:19]([C:21]([OH:23])=[O:22])[O:20][C:15]=3[C:14]=2[CH2:27][CH2:28][CH3:29])=[C:6]([CH2:32][CH2:33][CH3:34])[C:5]=1[OH:35])(=[O:3])[CH3:2].C(=O)(O)[O-].[Na+:40].O>C(O)C>[C:1]([C:4]1[CH:31]=[CH:30][C:7]([O:8][CH2:9][CH2:10][CH2:11][O:12][C:13]2[CH:26]=[CH:25][C:16]3[C:17](=[O:24])[CH:18]=[C:19]([C:21]([O-:23])=[O:22])[O:20][C:15]=3[C:14]=2[CH2:27][CH2:28][CH3:29])=[C:6]([CH2:32][CH2:33][CH3:34])[C:5]=1[OH:35])(=[O:3])[CH3:2].[Na+:40] |f:1.2,5.6|. Reported procedure: To 5.0 parts of 7-[3-(4-acetyl-3-hydroxy-2-propyl phenoxy) propoxy]-4-oxo-8-propyl-4H-1-benzopyran-2-carboxylic acid dissolved in 200 parts of hot ethanol was added a solution of 0.870 parts of sodium bicarbonate in 30 parts of water. The solution was evaporated under reduced pressure to dryness, dry benzene was added and the mixture was again evaporated to dryness. The resulting buff solid was ground to a powder and dried to afford 5.0 parts of sodium 7-[3-(4-acetyl-3-hydroxy-2-propylphenoxy)pr... The reactants are COc1ccc2[nH]c3c(C)c[nH]c(=O)c3c2c1, O=P(Cl)(Cl)Cl. Product: COc1ccc2[nH]c3c(C)cnc(Cl)c3c2c1. Reaction SMILES: [CH3:1][O:2][c:3]1[cH:4][c:5]2[c:6]3[c:7]([nH:8][c:9]2[cH:10][cH:11]1)[c:12]([CH3:17])[cH:13][nH:14][c:15]3=[O:16].[P:18]([Cl:19])([Cl:20])([Cl:21])=[O:22]>>[CH3:1][O:2][c:3]1[cH:4][c:5]2[c:6]3[c:7]([nH:8][c:9]2[cH:10][cH:11]1)[c:12]([CH3:17])[cH:13][n:14][c:15]3[Cl:20]. The reactants are C#CC1(O)C(CO[Si](C)(C)C(C)(C)C)OC(n2ccc(N)nc2=O)C1O, CCN=C=NCCCN(C)C, CN(C)CC(=O)O, Cl, CN(C)C=O. The product is C#CC1(O)C(CO[Si](C)(C)C(C)(C)C)OC(n2ccc(NC(=O)CN(C)C)nc2=O)C1O. Reaction SMILES: [C:1]([CH3:2])([CH3:3])([CH3:4])[Si:5]([O:6][CH2:7][CH:8]1[C:9]([OH:22])([C:23]#[CH:24])[CH:10]([OH:21])[CH:11]([n:13]2[c:14](=[O:15])[n:16][c:17]([NH2:18])[cH:19][cH:20]2)[O:12]1)([CH3:25])[CH3:26].[CH2:35]([N:36]=[C:37]=[N:38][CH2:39][CH2:40][CH2:41][N:42]([CH3:43])[CH3:44])[CH3:45].[CH3:27][N:28]([CH3:29])[CH2:30][C:31]([OH:32])=[O:33].[ClH:34].[O:46]=[CH:47][N:48]([CH3:49])[CH3:50]>>[C:1]([CH3:2])([CH3:3])([CH3:4])[Si:5]([O:6][CH2:7][CH:8]1[C:9]([OH:22])([C:23]#[CH:24])[CH:10]([OH:21])[CH:11]([n:13]2[c:14](=[O:15])[n:16][c:17]([NH:18][C:31]([CH2:30][N:28]([CH3:27])[CH3:29])=[O:32])[cH:19][cH:20]2)[O:12]1)([CH3:25])[CH3:26]. Reactants: C1(CCCCC1)CNC(=S)N (N-(cyclohexylmethyl)thiourea), BrC(C(=O)OCC)(C)C (ethyl 2-bromoisobutyrate). Yields the product C1(CCCCC1)CNC=1SC(C(N1)=O)(C)C (2-[(cyclohexylmethyl)amino]-5,5-dimethyl-1,3-thiazol-4(5H)-one). Reaction SMILES: [CH:1]1([CH2:7][NH:8][C:9]([NH2:11])=[S:10])[CH2:6][CH2:5][CH2:4][CH2:3][CH2:2]1.Br[C:13]([CH3:20])([CH3:19])[C:14](OCC)=[O:15]>>[CH:1]1([CH2:7][NH:8][C:9]2[S:10][C:13]([CH3:20])([CH3:19])[C:14](=[O:15])[N:11]=2)[CH2:6][CH2:5][CH2:4][CH2:3][CH2:2]1. Reported procedure: Synthesis was performed from N-(cyclohexylmethyl)thiourea and ethyl 2-bromoisobutyrate according to Method C.